This data is from the Open Reaction Database (ORD), a public repository of structured organic reaction records. The task is: describe an organic reaction: reactants, conditions, products, and yield Reactants: solid, FC1=C(C=CC=2N=C(SC21)SC)C(=O)OC (methyl 7-fluoro-2-(methylthio)benzo[d]thiazole-6-carboxylate), CSC=1SC2=C(N1)C=CC(=C2)C(=O)OCC (ethyl 2-(methylthio)benzo[d]thiazole-6-carboxylate). Product: FC1=C(C=CC=2N=C(SC21)SC)CO ((7-Fluoro-2-(methylthio)benzo[d]thiazol-6-yl)methanol). As a reaction SMILES: [F:1][C:2]1[C:10]2[S:9][C:8]([S:11][CH3:12])=[N:7][C:6]=2[CH:5]=[CH:4][C:3]=1[C:13](OC)=[O:14].CSC1SC2C=C(C(OCC)=O)C=CC=2N=1>>[F:1][C:2]1[C:10]2[S:9][C:8]([S:11][CH3:12])=[N:7][C:6]=2[CH:5]=[CH:4][C:3]=1[CH2:13][OH:14]. Procedure: (7-Fluoro-2-(methylthio)benzo[d]thiazol-6-yl)methanol was synthesized as a white solid (249 mg, 69%) using a procedure analogous to that described in Step 3 of Example 36, substituting methyl 7-fluoro-2-(methylthio)benzo[d]thiazole-6-carboxylate from the previous step for ethyl 2-(methylthio)benzo[d]thiazole-6-carboxylate used in Example 36. 1H NMR (500 MHz, DMSO-d6) δ 7.70 (d, J=8.4 Hz, 1H), 7.56 (t, J=7.8 Hz, 1H), 5.39 (t, J=5.8 Hz, 1H), 4.64 (d, J=5.7 Hz, 2H), 2.81 (s, 3H); LCMS (ESI) m/z 230... Starting materials: N1[C@@H](C(=O)O)CCC1 ((D)-proline), ClC1=NC=CC(=C1)C1=CC(=C(C=C1)SC1=C(C=CC=C1)OC)C(F)(F)F (2-chloro-4-(4-(2-methoxy-phenylsulfanyl)-3-trifluoromethyl-phenyl)-pyridine), OC1CNCC1 (3-hydroxypyrrolidine). The product is title compound, COC1=C(C=CC=C1)SC1=C(C=C(C=C1)C1=CC(=NC=C1)N1C(CCC1)C(=O)O)C(F)(F)F (1-(4-(4-(2-Methoxy-phenylsulfanyl)-3-trifluoromethyl-phenyl)-pyridin-2-yl)-pyrrolidine-2-carboxylic acid). RXN SMILES: Cl[C:2]1[CH:7]=[C:6]([C:8]2[CH:13]=[CH:12][C:11]([S:14][C:15]3[CH:20]=[CH:19][CH:18]=[CH:17][C:16]=3[O:21][CH3:22])=[C:10]([C:23]([F:26])([F:25])[F:24])[CH:9]=2)[CH:5]=[CH:4][N:3]=1.OC1CCNC1.[NH:33]1[CH2:40][CH2:39][CH2:38][C@@H:34]1[C:35]([OH:37])=[O:36]>>[CH3:22][O:21][C:16]1[CH:17]=[CH:18][CH:19]=[CH:20][C:15]=1[S:14][C:11]1[CH:12]=[CH:13][C:8]([C:6]2[CH:5]=[CH:4][N:3]=[C:2]([N:33]3[CH2:40][CH2:39][CH2:38][CH:34]3[C:35]([OH:37])=[O:36])[CH:7]=2)=[CH:9][C:10]=1[C:23]([F:26])([F:25])[F:24]. Procedure: The title compound was prepared according to the procedures of Example 38E, substituting compound 76 with compound 96 (0.039 g, 0.0985 mmol) and 3-hydroxypyrrolidine with (D)-proline. A yellow solid 100 was obtained (0.0366 g, 78%). 1H-NMR (CDCl3, 400 MHz) δ 2.14-2.38 (m, 3H), 2.48-2.55 (m, 1H), 3.58-3.66 (m, 1H), 3.80-3.89 (m, 1H), 3.83 (s, 3H), 4.96-5.05 (m, 1H), 6.82 (s, 1H), 6.96 (d, J=6.2 Hz, 1H), 7.01-7.07 (m, 3H), 7.46-7.52 (m, 3H), 7.84 (s, 1H), 8.04 (d, J=6.2 Hz, 1H). MS (APCI) m/z 475 ...